The task is: describe an organic reaction: reactants, conditions, products, and yield. This data is from the Open Reaction Database (ORD), a public repository of structured organic reaction records. The reactants are BrC1=CC(=C(C(=O)O)C=C1)CCC(C)C (4-bromo-2-(3-methylbutyl)benzoic acid), CS(=O)(=O)N (methanesulfonamide), Cl.C(C)N=C=NCCCN(C)C (1-ethyl-3-(3-dimethylaminopropyl)carbodiimide hydrochloride). The reagents and catalysts are CN(C1=CC=NC=C1)C (4-dimethylaminopyridine). Solvent: CN(C=O)C (N,N-dimethylformamide), C(C)(=O)OCC (ethyl acetate). Reaction conditions: temperature 30 celsius, time 16 hour. The product is BrC1=CC(=C(C(=O)NS(=O)(=O)C)C=C1)CCC(C)C (4-bromo-2-(3-methylbutyl)-N-(methylsulfonyl)benzamide). Yield: 93.5%. As a reaction SMILES: [Br:1][C:2]1[CH:10]=[CH:9][C:5]([C:6](O)=[O:7])=[C:4]([CH2:11][CH2:12][CH:13]([CH3:15])[CH3:14])[CH:3]=1.[CH3:16][S:17]([NH2:20])(=[O:19])=[O:18].Cl.C(N=C=NCCCN(C)C)C>CN(C)C=O.CN(C)C1C=CN=CC=1.C(OCC)(=O)C>[Br:1][C:2]1[CH:10]=[CH:9][C:5]([C:6]([NH:20][S:17]([CH3:16])(=[O:19])=[O:18])=[O:7])=[C:4]([CH2:11][CH2:12][CH:13]([CH3:15])[CH3:14])[CH:3]=1 |f:2.3|. Reported procedure: To a suspension of 4-bromo-2-(3-methylbutyl)benzoic acid (1.3 g) and methanesulfonamide (365 mg) in N,N-dimethylformamide (12 ml) was added 1-ethyl-3-(3-dimethylaminopropyl)carbodiimide hydrochloride (735 mg) and 4-dimethylaminopyridine (469 mg), and stirred at 30° C. for 16 hours. The mixture was diluted with ethyl acetate, washed with 1N aqueous hydrochloride solution, water and brine, dried over magnesium sulfate and evaporated under reduced pressure. The residue was purified by column chroma... The reactants are COC1=C2C(N(C=3C=CC=CC3C2=CC=C1)S(=O)(=O)C1=CC=C(C=C1)OC)C (7-methoxy-5-[(4-methoxyphenyl)sulfonyl]-6-methyl-5,6-dihydrophenanthridine), B(Cl)(Cl)Cl (boron trichloride), ClCCl (dichloromethane). Reagents/catalysts: [I-].C(CCC)[N+](CCCC)(CCCC)CCCC (tetrabutylammonium iodide). Yields the product OC1=CC=C(C=C1)S(=O)(=O)N1C=2C=CC=CC2C=2C=CC=C(C2C1C)O (5-[(4-hydroxyphenyl)sulfonyl]-6-methyl-5,6-dihydrophenanthridin-7-ol). The yield is 60.8%. As a reaction SMILES: C[O:2][C:3]1[CH:16]=[CH:15][CH:14]=[C:13]2[C:4]=1[CH:5]([CH3:28])[N:6]([S:17]([C:20]1[CH:25]=[CH:24][C:23]([O:26]C)=[CH:22][CH:21]=1)(=[O:19])=[O:18])[C:7]1[CH:8]=[CH:9][CH:10]=[CH:11][C:12]=12.B(Cl)(Cl)Cl.ClCCl>[I-].C([N+](CCCC)(CCCC)CCCC)CCC>[OH:26][C:23]1[CH:24]=[CH:25][C:20]([S:17]([N:6]2[CH:5]([CH3:28])[C:4]3[C:3]([OH:2])=[CH:16][CH:15]=[CH:14][C:13]=3[C:12]3[CH:11]=[CH:10][CH:9]=[CH:8][C:7]2=3)(=[O:19])=[O:18])=[CH:21][CH:22]=1 |f:3.4|. Procedure details: The title compound was prepared from 7-methoxy-5-[(4-methoxyphenyl)sulfonyl]-6-methyl-5,6-dihydrophenanthridine (0.17 g, 0.43 mmol), tetrabutylammonium iodide (0.39 g, 1.1 mmol), and 1 M boron trichloride in dichloromethane (2.6 mL, 2.6 mmol) according to the procedure and in the same manner as described in Example 35, Step b. The crude product was purified by flash column chromatography on silica gel, eluting with a mixture of ethyl acetate-hexane (1:1), followed by trituration from dichloromet...